From a dataset of the Open Reaction Database (ORD), a public repository of structured organic reaction records. describe an organic reaction: reactants, conditions, products, and yield Reactants: BrC=1C=C2C=C(C=NC2=CC1)C=O (6-bromoquinoline-3-carbaldehyde), COC(C=P(C1=CC=CC=C1)(C1=CC=CC=C1)C1=CC=CC=C1)=O (methyl(triphenylphosphoranylidene)acetate). Run in C1CCOC1 (THF). Conditions: temperature 50 celsius. The product is BrC=1C=C2C=C(C=NC2=CC1)C=CC(=O)OC (methyl 3-(6-bromoquinolin-3-yl)acrylate). Reaction SMILES: [Br:1][C:2]1[CH:3]=[C:4]2[C:9](=[CH:10][CH:11]=1)[N:8]=[CH:7][C:6]([CH:12]=O)=[CH:5]2.[CH3:14][O:15][C:16](=[O:37])[CH:17]=P(C1C=CC=CC=1)(C1C=CC=CC=1)C1C=CC=CC=1>C1COCC1>[Br:1][C:2]1[CH:3]=[C:4]2[C:9](=[CH:10][CH:11]=1)[N:8]=[CH:7][C:6]([CH:12]=[CH:17][C:16]([O:15][CH3:14])=[O:37])=[CH:5]2. Procedure: 5-Bromo-2-nitrobenzaldehyde 1 (6.03 g, 26.2 mmol) was dissolved in MeOH (200 mL) and treated with 5N HCl (10 mL). The mixture was heated to 70° C. and iron powder (7.32 g, 131 mmol) was added in five portions every 5 min. Upon completion (by TLC) the reaction was cooled and DCM (200 mL) was added before filtering through a pad of celite. The filtrate was concentrated under reduced pressure to 150 mL. To this material, a solution of 1,1,3,3-tetramethoxypropane (9.52 ml, 57.7 mmol) in 5N HCl (10 m...